From a dataset of the Open Reaction Database (ORD), a public repository of structured organic reaction records. describe an organic reaction: reactants, conditions, products, and yield The reactants are ClCCl, Cc1cc(N(C)C(=O)c2ccc(Oc3ccc(F)cc3)nc2)ncc1CN1CCN(C(=O)OC(C)(C)C)C(C)C1, O=C(O)C(F)(F)F. The product is Cc1cc(N(C)C(=O)c2ccc(Oc3ccc(F)cc3)nc2)ncc1CN1CCNC(C)C1. As a reaction SMILES: [Cl:48][CH2:49][Cl:50].[F:1][c:2]1[cH:3][cH:4][c:5]([O:8][c:9]2[cH:10][cH:11][c:12]([C:15](=[O:16])[N:17]([c:18]3[cH:19][c:20]([CH3:39])[c:21]([CH2:24][N:25]4[CH2:26][CH:27]([CH3:38])[N:28]([C:31]([O:32][C:33]([CH3:34])([CH3:35])[CH3:36])=[O:37])[CH2:29][CH2:30]4)[cH:22][n:23]3)[CH3:40])[cH:13][n:14]2)[cH:6][cH:7]1.[F:41][C:42]([F:43])([F:44])[C:45]([OH:46])=[O:47]>>[F:1][c:2]1[cH:3][cH:4][c:5]([O:8][c:9]2[cH:10][cH:11][c:12]([C:15](=[O:16])[N:17]([c:18]3[cH:19][c:20]([CH3:39])[c:21]([CH2:24][N:25]4[CH2:26][CH:27]([CH3:38])[NH:28][CH2:29][CH2:30]4)[cH:22][n:23]3)[CH3:40])[cH:13][n:14]2)[cH:6][cH:7]1. RXN SMILES: [CH3:24][CH2:25][OH:26].[ClH:21].[H:22][H:23].[N+:1]([O-:2])(=[O:3])[c:4]1[c:5]([N:15]2[CH2:16][CH2:17][NH:18][CH2:19][CH2:20]2)[cH:6][c:7]([N:10]2[CH2:11][CH2:12][CH2:13][CH2:14]2)[cH:8][cH:9]1>>[NH2:1][c:4]1[c:5]([N:15]2[CH2:16][CH2:17][NH:18][CH2:19][CH2:20]2)[cH:6][c:7]([N:10]2[CH2:11][CH2:12][CH2:13][CH2:14]2)[cH:8][cH:9]1. The product is Nc1ccc(N2CCCC2)cc1N1CCNCC1. Starting materials: CCO, Cl, [H][H], O=[N+]([O-])c1ccc(N2CCCC2)cc1N1CCNCC1. Starting materials: ClC1=C(CC=2C=C3C(C=COC3=CC2)=O)C=C(C=C1)[C@@H]1O[C@@H]([C@H]([C@@H]([C@H]1O)O)O)CO (6-[2-chloro-5-((2S,3R,4R,5S,6R)-3,4,5-trihydroxy-6-hydroxymethyl-tetrahydro-pyran-2-yl)-benzyl]-chromen-4-one), CO (methanol). Reagents/catalysts: [Pd] (Palladium). The solvent is C(C)(=O)OCC (ethyl acetate). Run at time 18 hour. Product: ClC1=C(CC=2C=C3C(CCOC3=CC2)=O)C=C(C=C1)[C@@H]1O[C@@H]([C@H]([C@@H]([C@H]1O)O)O)CO (6-[2-Chloro-5-((2S,3R,4R,5S,6R)-3,4,5-trihydroxy-6-hydroxymethyl-tetrahydro-pyran-2-yl)-benzyl]-chroman-4-one). The yield is 40.7%. Reaction SMILES: [Cl:1][C:2]1[CH:19]=[CH:18][C:17]([C@H:20]2[C@H:25]([OH:26])[C@@H:24]([OH:27])[C@H:23]([OH:28])[C@@H:22]([CH2:29][OH:30])[O:21]2)=[CH:16][C:3]=1[CH2:4][C:5]1[CH:6]=[C:7]2[C:12](=[CH:13][CH:14]=1)[O:11][CH:10]=[CH:9][C:8]2=[O:15].CO>C(OCC)(=O)C.[Pd]>[Cl:1][C:2]1[CH:19]=[CH:18][C:17]([C@H:20]2[C@H:25]([OH:26])[C@@H:24]([OH:27])[C@H:23]([OH:28])[C@@H:22]([CH2:29][OH:30])[O:21]2)=[CH:16][C:3]=1[CH2:4][C:5]1[CH:6]=[C:7]2[C:12](=[CH:13][CH:14]=1)[O:11][CH2:10][CH2:9][C:8]2=[O:15]. Procedure: To a stirred solution of 6-[2-chloro-5-((2S,3R,4R,5S,6R)-3,4,5-trihydroxy-6-hydroxymethyl-tetrahydro-pyran-2-yl)-benzyl]-chromen-4-one (0.10 g, 0.2315 mmol) in ethyl acetate (2.5 mL) was added 10% Palladium on C (20 mg, 20% w/w) followed by methanol (2.5 mL). After stirring for 18 h under hydrogen atmosphere, the reaction mixture was filtered through celite and concentrated to furnish the crude product, which was further purified by Preparative HPLC to yield the title compound (41 mg) Reactants: Nc1ncccc1Br, COCCOC, CC(C)Oc1ccc(B(O)O)cc1, [Na+], [Na+], O=C([O-])[O-], O, c1ccc(P(c2ccccc2)(c2ccccc2)[Pd](P(c2ccccc2)(c2ccccc2)c2ccccc2)(P(c2ccccc2)(c2ccccc2)c2ccccc2)P(c2ccccc2)(c2ccccc2)c2ccccc2)cc1. Yields the product CC(C)Oc1ccc(-c2cccnc2N)cc1. RXN SMILES: [Br:20][c:21]1[c:22]([NH2:27])[n:23][cH:24][cH:25][cH:26]1.[CH3:28][O:29][CH2:30][CH2:31][O:32][CH3:33].[CH3:7][CH:8]([CH3:9])[O:10][c:11]1[cH:12][cH:13][c:14]([B:17]([OH:18])[OH:19])[cH:15][cH:16]1.[Na+:1].[Na+:2].[O-:3][C:4](=[O:5])[O-:6].[OH2:34].[cH:35]1[cH:36][cH:37][c:38]([P:39]([Pd:40]([P:41]([c:42]2[cH:43][cH:44][cH:45][cH:46][cH:47]2)([c:48]2[cH:49][cH:50][cH:51][cH:52][cH:53]2)[c:54]2[cH:55][cH:56][cH:57][cH:58][cH:59]2)([P:60]([c:61]2[cH:62][cH:63][cH:64][cH:65][cH:66]2)([c:67]2[cH:68][cH:69][cH:70][cH:71][cH:72]2)[c:73]2[cH:74][cH:75][cH:76][cH:77][cH:78]2)[P:79]([c:80]2[cH:81][cH:82][cH:83][cH:84][cH:85]2)([c:86]2[cH:87][cH:88][cH:89][cH:90][cH:91]2)[c:92]2[cH:93][cH:94][cH:95][cH:96][cH:97]2)([c:98]2[cH:99][cH:100][cH:101][cH:102][cH:103]2)[c:104]2[cH:105][cH:106][cH:107][cH:108][cH:109]2)[cH:110][cH:111]1>>[CH3:7][CH:8]([CH3:9])[O:10][c:11]1[cH:12][cH:13][c:14](-[c:21]2[c:22]([NH2:27])[n:23][cH:24][cH:25][cH:26]2)[cH:15][cH:16]1. Starting materials: C(C)(C)(C)OC(N(C)CCNC=1C=CC=2N(N1)C(=CN2)Br)=O ([2-(3-bromo-imidazo[1,2-b]pyridazin-6-ylamino)-ethyl]-methyl-carbamic acid tert-butyl ester), C(C)(=O)C1=CC=C(S1)B(O)O ((5-acetylthiophen-2-yl)boronic acid), O.[O-]P(=O)([O-])[O-].[K+].[K+].[K+] (potassium phosphate tribasic monohydrate), ClCCl (dichloromethane), N#N (N2), N#N (N2). Reagents/catalysts: C1=CC=C(C=C1)P([C-]2C=CC=C2)C3=CC=CC=C3.C1=CC=C(C=C1)P([C-]2C=CC=C2)C3=CC=CC=C3.Cl[Pd]Cl.[Fe+2] ([1,1′bis(diphenylphosphino)ferrocene]dichloropalladium(II)). Solvent: COCCOC (1,2-dimethoxyethane), O (water). Reaction conditions: temperature 85 celsius. Product: C(C)(C)(C)OC(N(C)CCNC=1C=CC=2N(N1)C(=CN2)C=2SC(=CC2)C(C)=O)=O ({2-[3-(5-acetyl-thiophen-2-yl)-imidazo[1,2-b]pyridazin-6-ylamino]-ethyl}-methyl-carbamic acid tert-butyl ester), yellow powder. As a reaction SMILES: [C:1]([O:5][C:6](=[O:22])[N:7]([CH2:9][CH2:10][NH:11][C:12]1[CH:13]=[CH:14][C:15]2[N:16]([C:18](Br)=[CH:19][N:20]=2)[N:17]=1)[CH3:8])([CH3:4])([CH3:3])[CH3:2].[C:23]([C:26]1[S:30][C:29](B(O)O)=[CH:28][CH:27]=1)(=[O:25])[CH3:24].O.[O-]P([O-])([O-])=O.[K+].[K+].[K+].ClCCl.N#N>COCCOC.C1C=CC(P(C2C=CC=CC=2)[C-]2C=CC=C2)=CC=1.C1C=CC(P(C2C=CC=CC=2)[C-]2C=CC=C2)=CC=1.Cl[Pd]Cl.[Fe+2].O>[C:1]([O:5][C:6](=[O:22])[N:7]([CH2:9][CH2:10][NH:11][C:12]1[CH:13]=[CH:14][C:15]2[N:16]([C:18]([C:29]3[S:30][C:26]([C:23](=[O:25])[CH3:24])=[CH:27][CH:28]=3)=[CH:19][N:20]=2)[N:17]=1)[CH3:8])([CH3:4])([CH3:3])[CH3:2] |f:2.3.4.5.6,10.11.12.13|. Procedure details: To a mixture of [2-(3-bromo-imidazo[1,2-b]pyridazin-6-ylamino)-ethyl]-methyl-carbamic acid tert-butyl ester (285.5 mg, 0.8 mmol), (5-acetylthiophen-2-yl)boronic acid [206551-43-1] (157.3 mg, 0.9 mmol), potassium phosphate tribasic monohydrate [27176-10-9] (354.8 mg, 1.5 mmol), and [1,1′bis(diphenylphosphino)ferrocene]dichloropalladium(II), complex with dichloromethane [95464-05-4] (63.4 mg, 0.1 mmol) contained in a 25 mL round bottomed flask was added a solution of 30% (v/v) water in 1,2-dimetho... The reactants are CC(C)CC(NC(=O)OC(C)(C)C)C(=O)NC1CCCN(C(=O)OCc2ccccc2)CC1O, CO, Cl, C1COCCO1. Yields the product CC(C)CC(N)C(=O)NC1CCCN(C(=O)OCc2ccccc2)CC1O. Reaction SMILES: [CH2:1]([c:2]1[cH:3][cH:4][cH:5][cH:6][cH:7]1)[O:8][C:9](=[O:10])[N:11]1[CH2:12][CH:13]([OH:34])[CH:14]([NH:18][C:19]([CH:20]([CH2:21][CH:22]([CH3:23])[CH3:24])[NH:25][C:26]([O:27][C:28]([CH3:29])([CH3:30])[CH3:31])=[O:32])=[O:33])[CH2:15][CH2:16][CH2:17]1.[CH3:36][OH:37].[ClH:35].[O:38]1[CH2:39][CH2:40][O:41][CH2:42][CH2:43]1>>[CH2:1]([c:2]1[cH:3][cH:4][cH:5][cH:6][cH:7]1)[O:8][C:9](=[O:10])[N:11]1[CH2:12][CH:13]([OH:34])[CH:14]([NH:18][C:19]([CH:20]([CH2:21][CH:22]([CH3:23])[CH3:24])[NH2:25])=[O:33])[CH2:15][CH2:16][CH2:17]1. Reactants: CC(C)(C)OC(=O)NC(CCOS(C)(=O)=O)Cc1ccc(C(F)(F)F)cc1, CCOC(C)=O, [N-]=[N+]=[N-], [Na+], CN(C)C=O, O. Yields the product CC(C)(C)OC(=O)NC(CCN=[N+]=[N-])Cc1ccc(C(F)(F)F)cc1. RXN SMILES: [CH3:1][S:2]([O:3][CH2:6][CH2:7][CH:8]([CH2:9][c:10]1[cH:11][cH:12][c:13]([C:16]([F:17])([F:18])[F:19])[cH:14][cH:15]1)[NH:20][C:21](=[O:22])[O:23][C:24]([CH3:25])([CH3:26])[CH3:27])(=[O:4])=[O:5].[CH3:33][CH2:34][O:35][C:36]([CH3:37])=[O:38].[N-:28]=[N+:29]=[N-:30].[Na+:31].[O:39]=[CH:40][N:41]([CH3:42])[CH3:43].[OH2:32]>>[CH2:6]([CH2:7][CH:8]([CH2:9][c:10]1[cH:11][cH:12][c:13]([C:16]([F:17])([F:18])[F:19])[cH:14][cH:15]1)[NH:20][C:21](=[O:22])[O:23][C:24]([CH3:25])([CH3:26])[CH3:27])[N:28]=[N+:29]=[N-:30]. Starting materials: CCO, OB(O)c1cc(Cl)cc(Cl)c1Cl, Nc1nc(Cl)cnc1Br, [Na+], [Na+], O=C([O-])[O-], c1ccccc1. Yields the product Nc1nc(Cl)cnc1-c1cc(Cl)cc(Cl)c1Cl. Reaction SMILES: [CH3:28][CH2:29][OH:30].[Cl:1][c:2]1[c:3]([B:10]([OH:11])[OH:12])[cH:4][c:5]([Cl:9])[cH:6][c:7]1[Cl:8].[NH2:13][c:14]1[n:15][c:16]([Cl:21])[cH:17][n:18][c:19]1[Br:20].[Na+:22].[Na+:23].[O-:24][C:25](=[O:26])[O-:27].[cH:31]1[cH:32][cH:33][cH:34][cH:35][cH:36]1>>[Cl:1][c:2]1[c:3](-[c:19]2[c:14]([NH2:13])[n:15][c:16]([Cl:21])[cH:17][n:18]2)[cH:4][c:5]([Cl:9])[cH:6][c:7]1[Cl:8].